Dataset: the Open Reaction Database (ORD), a public repository of structured organic reaction records. Task: describe an organic reaction: reactants, conditions, products, and yield Starting materials: BrCC#C (3-bromopropyne), C1N2CN3CN1CN(C2)C3 (hexamethyleneamine), C([O-])([O-])=O.[K+].[K+] (potassium carbonate), C1(=CC=CC=C1)C (toluene). Run in C(C)#N (acetonitrile). Run at temperature 80 celsius. The product is C(C#C)N1CCCCCC1 (1-Prop-2-ynylazepane). As a reaction SMILES: Br[CH2:2][C:3]#[CH:4].[CH2:5]1N2CN3CN(C2)C[N:6]1[CH2:13]3.C(=O)([O-])[O-].[K+].[K+].[C:21]1(C)[CH:26]=CC=[CH:23][CH:22]=1>C(#N)C>[CH2:2]([N:6]1[CH2:13][CH2:23][CH2:22][CH2:21][CH2:26][CH2:5]1)[C:3]#[CH:4] |f:2.3.4|. Procedure details: 18.8 ml of a 3-bromopropyne solution at 80% in toluene are added dropwise to 20.8 ml of hexamethyleneamine and 27.9 g of potassium carbonate in 300 ml of acetonitrile. The reaction mixture is heated at 50° C. for 12 hours and 6 hours at 80° C. The reaction mixture is filtered, and the solvents are evaporated off under reduced pressure. Compound 4.1 is purified by distillation; b.p.=61° C. under a pressure of 26.7 Pa.